Dataset: the Open Reaction Database (ORD), a public repository of structured organic reaction records. Task: describe an organic reaction: reactants, conditions, products, and yield The reactants are Cl (Hydrochloric acid), CNC(=O)C1=CC(OC2=C1C=C(C=C2)[N+](=O)[O-])(C)C (N-methyl-6-nitro-2,2-dimethyl-2H-1-benzopyran-4-carboxamide), [BH4-].[Na+] (sodium borohydride), O1CCCC1 (tetrahydrofuran). The solvent is CO (methyl alcohol). Run at time 20 minute. Product: CNC(=O)C1CC(OC2=C1C=C(C=C2)[N+](=O)[O-])(C)C (N-methyl-3,4-dihydro-6-nitro-2,2-dimethyl-2H-1-benzopyran-4-carboxamide). The yield is 78.6%. RXN SMILES: [CH3:1][NH:2][C:3]([C:5]1[C:10]2[CH:11]=[C:12]([N+:15]([O-:17])=[O:16])[CH:13]=[CH:14][C:9]=2[O:8][C:7]([CH3:19])([CH3:18])[CH:6]=1)=[O:4].[BH4-].[Na+].O1CCCC1.Cl>CO>[CH3:1][NH:2][C:3]([CH:5]1[C:10]2[CH:11]=[C:12]([N+:15]([O-:17])=[O:16])[CH:13]=[CH:14][C:9]=2[O:8][C:7]([CH3:19])([CH3:18])[CH2:6]1)=[O:4] |f:1.2|. Procedure: A mixture of 0.53 g of N-methyl-6-nitro-2,2-dimethyl-2H-1-benzopyran-4-carboxamide, 0.38 g of sodium borohydride, 5 ml of tetrahydrofuran, and 5 ml of methyl alcohol was stirred at room temperature for 20 minutes. 2N Hydrochloric acid was added thereto, followed by extracting with dichloromethane. The extract was dried over magnesium sulfate and recrystallized from ethyl acetate and n-hexane to obtain 0.42 g of N-methyl-3,4-dihydro-6-nitro-2,2-dimethyl-2H-1-benzopyran-4-carboxamide represented b... Starting materials: C(C)(=O)C(C(=O)OC)CC(=O)OC (Dimethyl acetylsuccinate), CO (methanol), C(=O)[O-].[NH4+] (ammonium formate), [BH3-]C#N.[Na+] (NaBH3CN). The solvent is Cl (HCl), C(Cl)Cl (Methylene chloride). The product is COC(C(CC(=O)OC)CCN)=O (dimethyl-2-(aminoethyl)succinate). The yield is 59.8%. RXN SMILES: [C:1]([CH:4]([CH2:9][C:10]([O:12][CH3:13])=[O:11])[C:5]([O:7][CH3:8])=[O:6])(=O)[CH3:2].CO.C([O-])=O.[NH4+].[BH3-]C#[N:22].[Na+]>Cl.C(Cl)Cl>[CH3:8][O:7][C:5](=[O:6])[CH:4]([CH2:1][CH2:2][NH2:22])[CH2:9][C:10]([O:12][CH3:13])=[O:11] |f:2.3,4.5|. Procedure: Dimethyl acetylsuccinate (10 g, 53 mmol) was added to methanol (200 ml) followed by ammonium formate (34 g, 530 mmol) and NaBH3CN (3.4 g, 53 mmol) at 25° C. After 24 h the methanol was removed in vacuo to leave a white mass. Methylene chloride was added and the mixture filtered. The methylene chloride was evaporated resulting in an oil which was dissolved in 1N HCl (200 ml) and extracted with ether (100 ml). The ether layer was discarded and the aqueous layer was made basic using solid K2CO3. Th... Reactants: C(C)(C)SC(NC(=O)OCC1=CC=CC=C1)C(=O)NC1=C(C(=O)C2=CC=CC=C2)C=CC=C1 (2-[N-(α-(Isopropylthio)-N-(benzyloxycarbonyl)-glycinyl)amino]benzophenone), N (ammonia), mercuric chloride, N (ammonia). The product is NC(NC(=O)CC1=CC=CC=C1)C(=O)NC1=C(C(=O)C2=CC=CC=C2)C=CC=C1 (2-[-(α-Amino-Nα -(benzylcarbonyl)glycinyl)amino]-benzophenone). Reaction SMILES: C(S[CH:5]([C:17]([NH:19][C:20]1[CH:33]=[CH:32][CH:31]=[CH:30][C:21]=1[C:22]([C:24]1[CH:29]=[CH:28][CH:27]=[CH:26][CH:25]=1)=[O:23])=[O:18])[NH:6][C:7]([O:9]CC1C=CC=CC=1)=O)(C)C.[NH3:34]>>[NH2:34][CH:5]([C:17]([NH:19][C:20]1[CH:33]=[CH:32][CH:31]=[CH:30][C:21]=1[C:22]([C:24]1[CH:25]=[CH:26][CH:27]=[CH:28][CH:29]=1)=[O:23])=[O:18])[NH:6][C:7]([CH2:22][C:21]1[CH:30]=[CH:31][CH:32]=[CH:33][CH:20]=1)=[O:9]. Procedure details: The crude product 24 (9.3 g, 20.17 mmol) was dissolved in 133 mL of dry tetrahydrafuran. This solution was saturated with ammonia at 0° C. for 30 minutes and then mercuric chloride (6 g, 22.09 mmol) was added in one portion to the stirred solution while ammonia gas was bubbled through the solution. After bubbling ammonia gas for 2 hours at 0° C. it was bubbled for an additional hour at room temperature. The suspended solids were filtered and the solvent evaporated to yield 25 (9.7 g) which was u... Reactants: ice water, C([O-])([O-])=O.[Na+].[Na+] (Sodium carbonate), COCC(=O)Cl (methoxyacetyl chloride), O1C(=CC=C1)C(=O)NC1(CCCCC1)C(=O)NC1C(CN(CC1)C1=C(C=C(C=C1)F)N)O (4-[N-[1-[N-(furan-2-ylcarbonyl)amino]cyclohexanecarbonyl]amino]-1-(4-fluoro-2-aminophenyl)piperidin-3-ol). Solvent: O1CCCC1 (tetrahydrofuran). Reaction conditions: time 4 hour. Yields the product O1C(=CC=C1)C(=O)NC1(CCCCC1)C(=O)NC1C(CN(CC1)C1=C(C=C(C=C1)F)NC(COC)=O)O (4-[N-[1-[N-(furan-2-ylcarbonyl)amino]cyclohexanecarbonyl]amino]-1-(4-fluoro-2-methoxyacetylaminophenyl)piperidin-3-ol). The yield is 95.1%. As a reaction SMILES: [O:1]1[CH:5]=[CH:4][CH:3]=[C:2]1[C:6]([NH:8][C:9]1([C:15]([NH:17][CH:18]2[CH2:23][CH2:22][N:21]([C:24]3[CH:29]=[CH:28][C:27]([F:30])=[CH:26][C:25]=3[NH2:31])[CH2:20][CH:19]2[OH:32])=[O:16])[CH2:14][CH2:13][CH2:12][CH2:11][CH2:10]1)=[O:7].C(=O)([O-])[O-].[Na+].[Na+].[CH3:39][O:40][CH2:41][C:42](Cl)=[O:43]>O1CCCC1>[O:1]1[CH:5]=[CH:4][CH:3]=[C:2]1[C:6]([NH:8][C:9]1([C:15]([NH:17][CH:18]2[CH2:23][CH2:22][N:21]([C:24]3[CH:29]=[CH:28][C:27]([F:30])=[CH:26][C:25]=3[NH:31][C:42](=[O:43])[CH2:41][O:40][CH3:39])[CH2:20][CH:19]2[OH:32])=[O:16])[CH2:14][CH2:13][CH2:12][CH2:11][CH2:10]1)=[O:7] |f:1.2.3|. Reported procedure: The solution of 4-[N-[1-[N-(furan-2-ylcarbonyl)amino]cyclohexanecarbonyl]amino]-1-(4-fluoro-2-aminophenyl)piperidin-3-ol (1.0 g, 2.24 mmol) obtained in Step 2 in 30 ml of tetrahydrofuran was cooled to 0° C. Sodium carbonate (350 mg, 3.36 mmol) and methoxyacetyl chloride (0.53 mg, 5.82 mmol) was added to the reaction mixture, which was then stirred for 4 hours. 20 ml of ice water was added to the reaction mixture, which was then concentrated and extracted with 50 ml of ethyl acetate. The resultin... Starting materials: ClC1=C(OCC=O)C=CC=C1 (o-chlorophenoxy acetaldehyde), S(=O)(=O)(O)O.NNC(=N)N (aminoguanidine sulphate), O (water). The reagents and catalysts are C(C)(=O)O (acetic acid). Run in C(C)O (ethyl alcohol). Product: C(N)(=N)NN=CCOC1=C(C=CC=C1)Cl (o-chlorophenoxy acetaldehyde guanyl hydrazone), S(=O)(=O)([O-])[O-] (sulphate). Reaction SMILES: [S:1]([OH:5])([OH:4])(=[O:3])=[O:2].[NH2:6][NH:7][C:8]([NH2:10])=[NH:9].O.[Cl:12][C:13]1[CH:22]=[CH:21][CH:20]=[CH:19][C:14]=1[O:15][CH2:16][CH:17]=O>C(O)(=O)C.C(O)C>[C:8]([NH:7][N:6]=[CH:17][CH2:16][O:15][C:14]1[CH:19]=[CH:20][CH:21]=[CH:22][C:13]=1[Cl:12])(=[NH:10])[NH2:9].[S:1]([O-:5])([O-:4])(=[O:3])=[O:2] |f:0.1|. Procedure details: A solution of 3.3 g of aminoguanidine sulphate in 30 ml. of water is added to a solution of 2.8 g. of o-chlorophenoxy acetaldehyde in 30 ml. of ethyl alcohol at 95°. Heating is effected under reflux for 4 hours, with addition of a few drops of acetic acid. After cooling, a solid product precipitates and it is separated and washed with very little water followed by ethanol. Recrystallisation is effected in the water-ethanol mixture (1/1). The o-chlorophenoxy acetaldehyde guanyl hydrazone is obtai... The reactants are Cl, CC(=O)Nc1cc2c(cc1[N+](=O)[O-])CCCC2, N, O. Product: Nc1cc2c(cc1[N+](=O)[O-])CCCC2. Reaction SMILES: [ClH:19].[N+:1](=[O:2])([O-:3])[c:4]1[c:5]([NH:14][C:15](=[O:16])[CH3:17])[cH:6][c:7]2[c:12]([cH:13]1)[CH2:11][CH2:10][CH2:9][CH2:8]2.[NH3:18].[OH2:20]>>[N+:1](=[O:2])([O-:3])[c:4]1[c:5]([NH2:14])[cH:6][c:7]2[c:12]([cH:13]1)[CH2:11][CH2:10][CH2:9][CH2:8]2.